This data is from the Open Reaction Database (ORD), a public repository of structured organic reaction records. The task is: describe an organic reaction: reactants, conditions, products, and yield The reactants are [Na+], C1CCOC1, [OH-], O, CCOC(=O)CN1C(=O)OC(c2ccccc2)C1c1ccccc1. Product: O=C(O)CN1C(=O)OC(c2ccccc2)C1c1ccccc1. Reaction SMILES: [Na+:26].[O:27]1[CH2:28][CH2:29][CH2:30][CH2:31]1.[OH-:25].[OH2:32].[c:1]1([CH:7]2[N:8]([CH2:19][C:20](=[O:21])[O:22][CH2:23][CH3:24])[C:9](=[O:18])[O:10][CH:11]2[c:12]2[cH:13][cH:14][cH:15][cH:16][cH:17]2)[cH:2][cH:3][cH:4][cH:5][cH:6]1>>[c:1]1([CH:7]2[N:8]([CH2:19][C:20](=[O:21])[OH:22])[C:9](=[O:18])[O:10][CH:11]2[c:12]2[cH:13][cH:14][cH:15][cH:16][cH:17]2)[cH:2][cH:3][cH:4][cH:5][cH:6]1. Starting materials: [S-2].[Na+].[Na+] (sodium sulfide), OCCOC1=CC=C(C=C1)C1=C(C(=NC=C1C#N)SC1=CC=CC=C1)C#N (4-[4-(2-hydroxyethoxy)phenyl]-2-(phenylthio)pyridine-3,5-dicarbonitrile), Cl (hydrochloric acid). Solvent: CN(C)C=O (DMF). Reaction conditions: temperature 80 celsius, time 2 hour. Yields the product OCCOC1=CC=C(C=C1)C1=C(C(=NC=C1C#N)S)C#N (4-[4-(2-Hydroxyethoxy)phenyl]-2-sulfanylpyridine-3,5-dicarbonitrile). As a reaction SMILES: [OH:1][CH2:2][CH2:3][O:4][C:5]1[CH:10]=[CH:9][C:8]([C:11]2[C:16]([C:17]#[N:18])=[CH:15][N:14]=[C:13]([S:19]C3C=CC=CC=3)[C:12]=2[C:26]#[N:27])=[CH:7][CH:6]=1.[S-2].[Na+].[Na+].Cl>CN(C=O)C>[OH:1][CH2:2][CH2:3][O:4][C:5]1[CH:6]=[CH:7][C:8]([C:11]2[C:16]([C:17]#[N:18])=[CH:15][N:14]=[C:13]([SH:19])[C:12]=2[C:26]#[N:27])=[CH:9][CH:10]=1 |f:1.2.3|. Reported procedure: 0.1 g (0.268 mmol) of 4-[4-(2-hydroxyethoxy)phenyl]-2-(phenylthio)pyridine-3,5-dicarbonitrile (Example 47A) was initially charged in 1 ml of DMF. 73 mg (0.937 mmol) of sodium sulfide were added, and the mixture was then stirred at 80° C. for 2 h and stirred further at RT overnight. 20 ml of 1N hydrochloric acid were added, and the residue was filtered off and washed thoroughly with water.